The task is: describe an organic reaction: reactants, conditions, products, and yield. This data is from the Open Reaction Database (ORD), a public repository of structured organic reaction records. Starting materials: C1(=CC=CC=C1)P(C1=CC=CC=C1)C1=CC=CC=C1 (triphenylphosphine), ClC=1N(C2=CC=CC=C2C1Cl)C=1C(N(N=C(C1OC)C=C)C)=O (4-(2,3-dichloroindol-1-yl)-5-methoxy-2-methyl-6-vinyl-pyridazin-3-one), O=[O+][O-] (ozone), O=[O+][O-] (ozone). Solvent: ClCCl (dichlormethane). Run at temperature -78 celsius, time 8 hour. Yields the product ClC=1N(C2=CC=CC=C2C1Cl)C1=C(C(=NN(C1=O)C)C=O)OC (5-(2,3-dichloroindol-1-yl)-4-methoxy-1-methyl-6-oxo-pyridazine-3-carb aldehyde). Isolated yield 63.0%. Reaction SMILES: [Cl:1][C:2]1[N:3]([C:12]2[C:13](=[O:23])[N:14]([CH3:22])[N:15]=[C:16]([CH:20]=C)[C:17]=2[O:18][CH3:19])[C:4]2[C:9]([C:10]=1[Cl:11])=[CH:8][CH:7]=[CH:6][CH:5]=2.[O:24]=[O+][O-].C1(P(C2C=CC=CC=2)C2C=CC=CC=2)C=CC=CC=1>ClCCl>[Cl:1][C:2]1[N:3]([C:12]2[C:13](=[O:23])[N:14]([CH3:22])[N:15]=[C:16]([CH:20]=[O:24])[C:17]=2[O:18][CH3:19])[C:4]2[C:9]([C:10]=1[Cl:11])=[CH:8][CH:7]=[CH:6][CH:5]=2. Procedure: A 3-necked flask is charged with 4-(2,3-dichloroindol-1-yl)-5-methoxy-2-methyl-6-vinyl-pyridazin-3-one (418 mg, 1.19 mmol) and dichlormethane (10 mL). The flask was fitted with a thermometer, an inlet tube and an outlet tube connected to two Dreschel bottles, the latter of which contained a 10% aq. KI solution. The inlet tube was connected to the ozone generator (turned off). The airflow was turned on to give a steady bubbling through the reaction flask and out through the KI solution. The flask...